From a dataset of the Open Reaction Database (ORD), a public repository of structured organic reaction records. describe an organic reaction: reactants, conditions, products, and yield Starting materials: O=C1N=C2C(=N1)C=CC=C2 (keto benzimidazole), C(C1=CC=CC=C1)O (benzyl alcohol), [H][H] (hydrogen), ClC1=C(C=C(CO)C=C1)[N+](=O)[O-] (4-chloro-3-nitrobenzyl alcohol). The product is NC1=C(C=C(CO)C=C1)[N+](=O)[O-] (4-amino-3-nitrobenzyl alcohol). Reaction SMILES: O=C1N=C2C=CC=CC2=[N:3]1.[H][H].Cl[C:14]1[CH:21]=[CH:20][C:17]([CH2:18][OH:19])=[CH:16][C:15]=1[N+:22]([O-:24])=[O:23].C(O)C1C=CC=CC=1>>[NH2:3][C:14]1[CH:21]=[CH:20][C:17]([CH2:18][OH:19])=[CH:16][C:15]=1[N+:22]([O-:24])=[O:23]. Procedure: The required keto benzimidazole reactants in which R4 is hydrogen can be prepared from 4-chloro-3-nitrobenzyl alcohol. The benzyl alcohol is ammoniated to give 4-amino-3-nitrobenzyl alcohol which is hydrogenated catalytically to yield 4-hydroxymethyl-o-phenylenediamine. The phenylenediamine is reacted with cyanogen bromide by the methods known to the benzimidazole art to provide 2-amino-5(6)-hydroxymethylbenzimidazole. The hydroxymethyl group of the benzimidazole compound can be oxidized with Jo...